This data is from the Open Reaction Database (ORD), a public repository of structured organic reaction records. The task is: describe an organic reaction: reactants, conditions, products, and yield RXN SMILES: [N:1]12[CH2:9][CH2:8][CH:5]([CH2:6][CH2:7]1)[NH:4][CH2:3][CH2:2]2.[N:10]([C:13]([C:16]1[CH:21]=[CH:20][CH:19]=[C:18]([C:22]([CH3:24])=[CH2:23])[CH:17]=1)([CH3:15])[CH3:14])=[C:11]=[O:12]>C(Cl)(Cl)Cl>[CH2:23]=[C:22]([C:18]1[CH:17]=[C:16]([C:13]([NH:10][C:11]([N:4]2[CH:5]3[CH2:8][CH2:9][N:1]([CH2:7][CH2:6]3)[CH2:2][CH2:3]2)=[O:12])([CH3:15])[CH3:14])[CH:21]=[CH:20][CH:19]=1)[CH3:24]. Reactants: N12CCNC(CC1)CC2 (1,4-diazabicyclo[3.2.2]nonane), N(=C=O)C(C)(C)C1=CC(=CC=C1)C(=C)C (1-(2-isocyanatopropan-2-yl)-3-(prop-1-en-2-yl)benzene). Reaction conditions: time 18 hour. Solvent: C(Cl)(Cl)Cl (chloroform). Reported procedure: To a solution of 1,4-diazabicyclo[3.2.2]nonane (350 mg, 2.77 mmol) and 1-(2-isocyanatopropan-2-yl)-3-(prop-1-en-2-yl)benzene (1.09 mL, 5.55 mmol) in chloroform (2 mL) was added 3-4 pieces of molecular sieves. The reaction mixture was stirred at room temperature for 18 h and then concentrated. The crude material was purified on a combiflash (SiO2 cartridge, CHCl3 and 2N NH3 in MeOH) to afford the corresponding urea as an off-white solid (650 mg, 36%). 1H NMR (400 MHz, CDCl3) δ 7.48 (s, 1H), 7.31-... Yields the product C=C(C)C=1C=C(C=CC1)C(C)(C)NC(=O)N1CCN2CCC1CC2 (N-(2-(3-(prop-1-en-2-yl)phenyl)propan-2-yl)-1,4-diazabicyclo[3.2.2]nonane-4-carboxamide). The yield is 71.7%. The reagents and catalysts are CC(=O)[O-].CC(=O)[O-].[Pd+2] (Pd(OAc)2). Procedure details: A room temperature solution of 5-chloro-2-methyl-1,3-benzoxazole (110 mg, 0.71 mmol), CsF (325 mg, 2.14 mmol), Pd(OAc)2 (6.0 mg, 0.028 mmol), 2-dicyclohexylphosphino-2′-(N,N-dimethylamino)biphenyl (14 mg, 0.036 mmol) and 4-(methoxycarbonyl)phenylboronic acid (180 mg, 1.0 mmol) in dioxane (4 mL) was stirred for 18 hours and concentrated. The concentrate was purified by flash column chromatography on silica gel with 15% ethyl acetate/hexanes to provide the desired product. 1H NMR (300, MHz, DMSO-d... The reactants are ClC=1C=CC2=C(N=C(O2)C)C1 (5-chloro-2-methyl-1,3-benzoxazole), [F-].[Cs+] (CsF), C1(CCCCC1)P(C1=C(C=CC=C1)C1=C(C=CC=C1)N(C)C)C1CCCCC1 (2-dicyclohexylphosphino-2′-(N,N-dimethylamino)biphenyl), COC(=O)C1=CC=C(C=C1)B(O)O (4-(methoxycarbonyl)phenylboronic acid). Product: CC=1OC2=C(N1)C=C(C=C2)C2=CC=C(C(=O)OC)C=C2 (methyl 4-(2-methyl-1,3-benzoxazol-5-yl)benzoate). Solvent: O1CCOCC1 (dioxane). Reaction SMILES: Cl[C:2]1[CH:3]=[CH:4][C:5]2[O:9][C:8]([CH3:10])=[N:7][C:6]=2[CH:11]=1.[F-].[Cs+].C1(P(C2CCCCC2)C2C=CC=CC=2C2C=CC=CC=2N(C)C)CCCCC1.[CH3:42][O:43][C:44]([C:46]1[CH:51]=[CH:50][C:49](B(O)O)=[CH:48][CH:47]=1)=[O:45]>O1CCOCC1.CC([O-])=O.CC([O-])=O.[Pd+2]>[CH3:10][C:8]1[O:9][C:5]2[CH:4]=[CH:3][C:2]([C:49]3[CH:50]=[CH:51][C:46]([C:44]([O:43][CH3:42])=[O:45])=[CH:47][CH:48]=3)=[CH:11][C:6]=2[N:7]=1 |f:1.2,6.7.8|. Starting materials: O (water), C(C)(=O)[O-].[Na+] (sodium acetate), COC=1C=C2C(C(NC2=CC1)C)CC(=O)OC (methyl 5-methoxy-2-methylindolin-3-ylacetate), ClC1=NC2=CC=CC=C2N=C1Cl (2,3-dichloroquinoxaline). Run in COCCOCCOC (diethyleneglycol dimethyl ether). Product: ClC=1C(=NC2=CC=CC=C2N1)N1C(C(C2=CC(=CC=C12)OC)CC(=O)OC)C (methyl 1-(3-chloroquinoxalin-2-yl)-5-methoxy-2-methylindolin-3-ylacetate). Reaction SMILES: C([O-])(=O)C.[Na+].[CH3:6][O:7][C:8]1[CH:9]=[C:10]2[C:14](=[CH:15][CH:16]=1)[NH:13][CH:12]([CH3:17])[CH:11]2[CH2:18][C:19]([O:21][CH3:22])=[O:20].[Cl:23][C:24]1[C:33](Cl)=[N:32][C:31]2[C:26](=[CH:27][CH:28]=[CH:29][CH:30]=2)[N:25]=1.O>COCCOCCOC>[Cl:23][C:24]1[C:33]([N:13]2[C:14]3[C:10](=[CH:9][C:8]([O:7][CH3:6])=[CH:16][CH:15]=3)[CH:11]([CH2:18][C:19]([O:21][CH3:22])=[O:20])[CH:12]2[CH3:17])=[N:32][C:31]2[C:26]([N:25]=1)=[CH:27][CH:28]=[CH:29][CH:30]=2 |f:0.1|. Procedure: Anhydrous sodium acetate (3.6 g.) was added to a mixture of methyl 5-methoxy-2-methylindolin-3-ylacetate (8.0 g.) and 2,3-dichloroquinoxaline (6.8 g.) in diethyleneglycol dimethyl ether (150 ml.), and the mixture was heated under reflux for 12 hrs. The mixture was then cooled and poured into water (800 ml.), and the aqueous suspension was extracted with ethyl acetate (3 × 50 ml.). The combined extracts were washed successively with water (4 × 30 ml.) and a saturated aqueous solution of sodium ch... Starting materials: C(C)(C)(C)OC(NC=1C(=NC=CC1I)Cl)=O ((2-chloro-4-iodo-pyridin-3-yl)-carbamic acid tert-butyl ester), tetrakistriphenylphosphine palladium(0), C1(=CC=CC=C1)B(O)O (phenyl boronic acid), C([O-])([O-])=O.[K+].[K+] (potassium carbonate). The product is ClC1=NC=CC(=C1N)C1=CC=CC=C1 (2-chloro-3-amino-4-phenyl pyridine). RXN SMILES: C(OC(=O)[NH:7][C:8]1[C:9]([Cl:15])=[N:10][CH:11]=[CH:12][C:13]=1I)(C)(C)C.[C:17]1(B(O)O)[CH:22]=[CH:21][CH:20]=[CH:19][CH:18]=1.C(=O)([O-])[O-].[K+].[K+]>>[Cl:15][C:9]1[C:8]([NH2:7])=[C:13]([C:17]2[CH:22]=[CH:21][CH:20]=[CH:19][CH:18]=2)[CH:12]=[CH:11][N:10]=1 |f:2.3.4|. Reported procedure: (2-chloro-4-iodo-pyridin-3-yl)-carbamic acid tert-butyl ester a (4.20 g, 11.8 mmol), phenyl boronic acid (1.90 g, 15.6 mmol), potassium carbonate (2.42 g, 17.5 mmol) and tetrakistriphenylphosphine palladium(0) (0.68 g, 0.59 mmol) were weighed into a 20 ml microwave vial. The vial was evacuated, then purged with nitrogen gas 3 times. 16.7 ml dry DMF was added, then 3.3 ml of water, which had been degassed by bubbling nitrogen through it overnight. The vial was then capped and microwaved at 130° C...